Dataset: the Open Reaction Database (ORD), a public repository of structured organic reaction records. Task: describe an organic reaction: reactants, conditions, products, and yield Reactants: C(C)(=O)N1C(CC2=CC=CC=C12)=O (1-acetyl-2-indolinone), CCOC(C1=CC=CC=C1)(OCC)OCC (triethyl orthobenzoate). Solvent: C(C)(=O)OC(C)=O (acetic anhydride). Conditions: time 18 hour. Product: C(C)(=O)N1C(C(C2=CC=CC=C12)=C(C1=CC=CC=C1)OCC)=O (1-acetyl-3-(1-ethoxy-1-phenyl-methylidene)-2-indolinone). Reaction SMILES: [C:1]([N:4]1[C:12]2[C:7](=[CH:8][CH:9]=[CH:10][CH:11]=2)[CH2:6][C:5]1=[O:13])(=[O:3])[CH3:2].[CH3:14][CH2:15][O:16][C:17](OCC)(OCC)[C:18]1[CH:23]=[CH:22][CH:21]=[CH:20][CH:19]=1>C(OC(=O)C)(=O)C>[C:1]([N:4]1[C:12]2[C:7](=[CH:8][CH:9]=[CH:10][CH:11]=2)[C:6](=[C:17]([O:16][CH2:15][CH3:14])[C:18]2[CH:23]=[CH:22][CH:21]=[CH:20][CH:19]=2)[C:5]1=[O:13])(=[O:3])[CH3:2]. Procedure details: 35.0 g (0.2 mol) of 1-acetyl-2-indolinone are dissolved in 300 ml of acetic anhydride and after the addition of 135 g (0.6 mol) of triethyl orthobenzoate the mixture is refluxed for 22 hours. The solvent is distilled off and the residue diluted with petroleum ether. After 18 hours' standing at ambient temperature, the crystalline precipitate is suction filtered, washed and dried.